The task is: describe an organic reaction: reactants, conditions, products, and yield. This data is from the Open Reaction Database (ORD), a public repository of structured organic reaction records. Reactants: COC1=CC=C(C(=O)Cl)C=C1 (p-methoxybenzoyl chloride), C[Si](N1C(CCC1)=O)(C)C (1-trimethylsilyl-2-pyrrolidinone). Run at time 10 minute. Yields the product COC1=CC=C(C(=O)N2C(CCC2)=O)C=C1 (1-(p-methoxybenzoyl)-2-pyrrolidinone). As a reaction SMILES: [CH3:1][O:2][C:3]1[CH:11]=[CH:10][C:6]([C:7](Cl)=[O:8])=[CH:5][CH:4]=1.C[Si](C)(C)[N:14]1[CH2:18][CH2:17][CH2:16][C:15]1=[O:19]>>[CH3:1][O:2][C:3]1[CH:11]=[CH:10][C:6]([C:7]([N:14]2[CH2:18][CH2:17][CH2:16][C:15]2=[O:19])=[O:8])=[CH:5][CH:4]=1. Procedure: 24.4 g. of p-methoxybenzoyl chloride and 22.5 g. of 1-trimethylsilyl-2-pyrrolidinone are mixed and the mixture is stirred at room temperature for 10 minutes. Then, the resulting trimethylchlorosilane is distilled off under reduced pressure in an oil bath at 80° C. The residue is triturated with 100 ml. of diethyl ether. The mixture is filtered and the filter cake is recrystallized from ethanol. There is obtained 1-(p-methoxybenzoyl)-2-pyrrolidinone having a melting point of 120°-121° C. Starting materials: ClC=1C(=C(C=CC1)S(=O)(=O)Cl)C (3-chloro-2-methylbenzenesulphonyl chloride), N1=CC=CC=C1 (pyridine), C(=O)(O)[O-].[Na+] (NaHCO3), NC=1C=C2C=CC=NC2=CC1 (6-aminoquinoline). The solvent is ClCCl (dichloromethane). Run at time 5 minute. Product: ClC=1C(=C(C=CC1)S(=O)(=O)NC=1C=C2C=CC=NC2=CC1)C (3-chloro-2-methyl-N-quinolin-6-yl-benzenesulfonamide). The yield is 20.8%. Reaction SMILES: [Cl:1][C:2]1[C:3]([CH3:12])=[C:4]([S:8](Cl)(=[O:10])=[O:9])[CH:5]=[CH:6][CH:7]=1.N1C=CC=CC=1.[NH2:19][C:20]1[CH:21]=[C:22]2[C:27](=[CH:28][CH:29]=1)[N:26]=[CH:25][CH:24]=[CH:23]2.C([O-])(O)=O.[Na+]>ClCCl>[Cl:1][C:2]1[C:3]([CH3:12])=[C:4]([S:8]([NH:19][C:20]2[CH:21]=[C:22]3[C:27](=[CH:28][CH:29]=2)[N:26]=[CH:25][CH:24]=[CH:23]3)(=[O:10])=[O:9])[CH:5]=[CH:6][CH:7]=1 |f:3.4|. Procedure details: To a solution of 3-chloro-2-methylbenzenesulphonyl chloride (164 mg, 0.728 mmol) in dichloromethane (4 mL) was added pyridine (140 μL, 1.74 mmol) and the mixture was stirred under N2 for 5 min, after which time 6-aminoquinoline (100 mg, 0.694 mmol) was added. The resulting mixture was stirred for 2 h at room temperature, then saturated NaHCO3 solution (10 mL) was added and the mixture was extracted into ethyl acetate (20 mL). The organic: phase was washed with brine, dried (Na2SO4), filtered and... The reactants are CC(C)(C)[Si](OCC1=CC(=C(C=C1)C1=C(C=CC(=C1)OC)F)C(C(C)(C)C)O)(C)C (1-(4-((((1,1-Dimethylethyl)(dimethyl)silyl)oxy)methyl)-2′-fluoro-5′-(methyloxy)-1,1′-biphenyl-2-yl)-2,2-dimethyl-1-propanol), CCN(CC)S(F)(F)F (DAST), O (Water). Run in C1(=CC=CC=C1)C (toluene). Reaction conditions: temperature -78 celsius, time 30 minute. The product is CC(C)(C)[Si](C)(C)OCC1=CC(=C(C=C1)C1=C(C=CC(=C1)OC)F)C(C(C)(C)C)F ((1,1-Dimethylethyl)(((2′-fluoro-2-(1-fluoro-2,2-dimethylpropyl)-5′-(methyloxy)-1,1′-biphenyl-4-yl)methyl)oxy)dimethylsilane). The yield is 99.5%. RXN SMILES: [CH3:1][C:2]([Si:5]([CH3:30])([CH3:29])[O:6][CH2:7][C:8]1[CH:13]=[CH:12][C:11]([C:14]2[CH:19]=[C:18]([O:20][CH3:21])[CH:17]=[CH:16][C:15]=2[F:22])=[C:10]([CH:23](O)[C:24]([CH3:27])([CH3:26])[CH3:25])[CH:9]=1)([CH3:4])[CH3:3].CCN(S(F)(F)[F:37])CC.O>C1(C)C=CC=CC=1>[CH3:3][C:2]([Si:5]([O:6][CH2:7][C:8]1[CH:13]=[CH:12][C:11]([C:14]2[CH:19]=[C:18]([O:20][CH3:21])[CH:17]=[CH:16][C:15]=2[F:22])=[C:10]([CH:23]([F:37])[C:24]([CH3:26])([CH3:25])[CH3:27])[CH:9]=1)([CH3:29])[CH3:30])([CH3:1])[CH3:4]. Procedure details: To a solution of 66.30B (0.400 g, 0.925 mmol) in toluene (10 mL) at −78° C. was added DAST (0.209 g, 1.29 mmol) dropwise. The reaction was stirred at −78° C. for 30 minutes and then warmed to 23° C. and stirred for an additional 2 hours. Water was added to quench the reaction mixture. The reaction was then extracted three times with EtOAc. After drying over anhydrous magnesium sulfate and filtering, the organic solvent was removed under reduced pressure and the product was then purified on silic... Solvent: C(Cl)Cl (DCM), C(=O)([O-])[O-].[Na+].[Na+] (Na2CO3). Product: C(C)(C)(C)OC(NC(CC(NC[C@@H]1CC[C@H](CC1)C(=O)N1CCN(CC1)C(C(C)C)=O)=O)C1=CC=CC=C1)=O ((2-{[trans-4-(4-Isobutyryl-piperazine-1-carbonyl)-cyclohexylmethyl]-carbamoyl}-1-phenyl-ethyl)-carbamic acid tert-butyl ester), solid. RXN SMILES: [C:1]([O:5][C:6]([NH:8][CH:9]([C:14]1[CH:19]=[CH:18][CH:17]=[CH:16][CH:15]=1)[CH2:10][C:11]([OH:13])=O)=[O:7])([CH3:4])([CH3:3])[CH3:2].[NH2:20][CH2:21][C@H:22]1[CH2:27][CH2:26][C@H:25]([C:28]([N:30]2[CH2:35][CH2:34][N:33]([C:36](=[O:40])[CH:37]([CH3:39])[CH3:38])[CH2:32][CH2:31]2)=[O:29])[CH2:24][CH2:23]1>C(Cl)Cl.C([O-])([O-])=O.[Na+].[Na+]>[C:1]([O:5][C:6](=[O:7])[NH:8][CH:9]([C:14]1[CH:19]=[CH:18][CH:17]=[CH:16][CH:15]=1)[CH2:10][C:11](=[O:13])[NH:20][CH2:21][C@H:22]1[CH2:27][CH2:26][C@H:25]([C:28]([N:30]2[CH2:35][CH2:34][N:33]([C:36](=[O:40])[CH:37]([CH3:38])[CH3:39])[CH2:32][CH2:31]2)=[O:29])[CH2:24][CH2:23]1)([CH3:2])([CH3:3])[CH3:4] |f:3.4.5|. Procedure: To a solution of 3-tert-Butoxycarbonylamino-3-phenyl-propionic acid (0.43 g, 1.63 mmol) in DCM (20 mL), 1,1-carbonyldiimidazole (0.24 g, 1.48 mmol) was added and the reaction was stirred for 2 hours at room temperature. Then 1-[trans-4-(4-Aminomethyl-cyclohexanecarbonyl)-piperazin-1-yl]-2-methyl-propan-1-one (0.40 g, 1.36 mmol) was added and the mixture was left for 18 hours at room temperature. The mixture was diluted with 10 mL of 0.4 M Na2CO3, the organic phase was collected and the solvent r... The reactants are C(C)(C)(C)OC(=O)NC(CC(=O)O)C1=CC=CC=C1 (3-tert-Butoxycarbonylamino-3-phenyl-propionic acid), 1,1-carbonyldiimidazole, NC[C@@H]1CC[C@H](CC1)C(=O)N1CCN(CC1)C(C(C)C)=O (1-[trans-4-(4-Aminomethyl-cyclohexanecarbonyl)-piperazin-1-yl]-2-methyl-propan-1-one). Reaction conditions: time 2 hour. The yield is 88.0%. The reactants are S=C1NCC2c3ccccc3Oc3ccccc3N12, CI, CO. Product: CSC1=NCC2c3ccccc3Oc3ccccc3N12, I. RXN SMILES: [CH2:1]1[NH:2][C:3](=[S:19])[N:4]2[c:5]3[c:6]([cH:15][cH:16][cH:17][cH:18]3)[O:7][c:8]3[c:9]([cH:11][cH:12][cH:13][cH:14]3)[CH:10]12.[CH3:20][I:21].[CH3:22][OH:23]>>[CH2:1]1[N:2]=[C:3]([S:19][CH3:20])[N:4]2[c:5]3[c:6]([cH:15][cH:16][cH:17][cH:18]3)[O:7][c:8]3[c:9]([cH:11][cH:12][cH:13][cH:14]3)[CH:10]12.[IH:21].